Dataset: the Open Reaction Database (ORD), a public repository of structured organic reaction records. Task: describe an organic reaction: reactants, conditions, products, and yield Reactants: C(C)(=O)OCC=1CS[C@H]2N(C1C(=O)O)C(C2NC(C(=NOC)C=2N=C(SC2)N)=O)=O (3-acetoxymethyl-7-[2-(2-amino-4-thiazolyl)-2-methoxyimino-acetamido]-ceph-3-eme-4-carboxylic acid), C(C)(=O)OCC=1CS[C@H]2N(C1C(=O)[O-])C(C2NC(C(=NOC)C=2N=C(SC2)N)=O)=O.[Na+] (sodium 3-acetoxymethyl-7-[2-(2-amino-4-thiazolyl)-2-methoxyimino-acetamido]-ceph-3-eme-4-carboxylate), C(C)(=O)OCC=1CS[C@H]2N(C1C(=O)O)C(C2NC(C(=NOC(C)C)C=2N=C(SC2)N)=O)=O (3-acetoxymethyl-7-[2-(2-amino-4-thiazolyl)-2-(1-methylethoxylimino)-acetamido]-ceph-3-eme-4-carboxylic acid). Yields the product NC=1SC=C(N1)C(C(=O)NC1[C@@H]2N(C(=C(CS2)COC(C)=O)C(=O)O)C1=O)=NO (7-[2-(2-amino-4-thiazolyl)-2-hydroxyimino-acetamido]-3-acetoxymethyl-ceph-3-eme-4-carboxylic acid), C(C)(=O)OCC=1CS[C@H]2N(C1C(=O)O)C(C2NC(C(=NOC=C)C=2N=C(SC2)N)=O)=O (3-acetoxymethyl-7-[2-(2-amino-4-thiazolyl)-2-vinyloxyimino-acetamido]-ceph-3-eme-4-carboxylic acid). As a reaction SMILES: [C:1]([O:4][CH2:5][C:6]1[CH2:7][S:8][C@@H:9]2[CH:16]([NH:17][C:18](=[O:29])[C:19]([C:23]3[N:24]=[C:25]([NH2:28])[S:26][CH:27]=3)=[N:20][O:21]C)[C:15](=[O:30])[N:10]2[C:11]=1[C:12]([OH:14])=[O:13])(=[O:3])[CH3:2].C(OCC1CS[C@@H]2C(NC(=O)C(C3N=C(N)SC=3)=NOC)C(=O)N2C=1C([O-])=O)(=O)C.[Na+].[C:62]([O:65][CH2:66][C:67]1[CH2:68][S:69][C@@H:70]2[CH:77]([NH:78][C:79](=[O:92])[C:80]([C:86]3[N:87]=[C:88]([NH2:91])[S:89][CH:90]=3)=[N:81][O:82][CH:83](C)[CH3:84])[C:76](=[O:93])[N:71]2[C:72]=1[C:73]([OH:75])=[O:74])(=[O:64])[CH3:63]>>[NH2:28][C:25]1[S:26][CH:27]=[C:23]([C:19](=[N:20][OH:21])[C:18]([NH:17][CH:16]2[C:15](=[O:30])[N:10]3[C:11]([C:12]([OH:14])=[O:13])=[C:6]([CH2:5][O:4][C:1](=[O:3])[CH3:2])[CH2:7][S:8][C@H:9]23)=[O:29])[N:24]=1.[C:62]([O:65][CH2:66][C:67]1[CH2:68][S:69][C@@H:70]2[CH:77]([NH:78][C:79](=[O:92])[C:80]([C:86]3[N:87]=[C:88]([NH2:91])[S:89][CH:90]=3)=[N:81][O:82][CH:83]=[CH2:84])[C:76](=[O:93])[N:71]2[C:72]=1[C:73]([OH:75])=[O:74])(=[O:64])[CH3:63] |f:1.2|. Procedure details: Gelules were prepared with 250 mg of 3-acetoxymethyl-7-[2-(2-amino-4-thiazolyl)-2-methoxyimino-acetamido]-ceph-3-eme-4-carboxylic acid or sodium 3-acetoxymethyl-7-[2-(2-amino-4-thiazolyl)-2-methoxyimino-acetamido]-ceph-3-eme-4-carboxylate or 3-acetoxymethyl-7-[2-(2-amino-4-thiazolyl)-2-(1-methylethoxylimino)-acetamido]-ceph-3-eme-4-carboxylic acid or the syn isomer of 7-[2-(2-amino-4-thiazolyl)-2-hydroxyimino-acetamido]-3-acetoxymethyl-ceph-3-eme-4-carboxylic acid or the syn isomer of 3-acetoxym...